From a dataset of the Open Reaction Database (ORD), a public repository of structured organic reaction records. describe an organic reaction: reactants, conditions, products, and yield The reactants are C1CCOC1, CN1CCOC(CO)C1, [H-], [Na+], O=C(Oc1ccc([N+](=O)[O-])cc1)N1CCN(c2ccccc2)CC1. The product is CN1CCOC(COC(=O)N2CCN(c3ccccc3)CC2)C1. Reaction SMILES: [CH2:36]1[O:37][CH2:38][CH2:39][CH2:40]1.[CH3:1][N:2]1[CH2:3][CH:4]([CH2:8][OH:9])[O:5][CH2:6][CH2:7]1.[H-:11].[Na+:10].[c:12]1([N:18]2[CH2:19][CH2:20][N:21]([C:24](=[O:25])[O:26][c:27]3[cH:28][cH:29][c:30]([N+:31]([O-:32])=[O:33])[cH:34][cH:35]3)[CH2:22][CH2:23]2)[cH:13][cH:14][cH:15][cH:16][cH:17]1>>[CH3:1][N:2]1[CH2:3][CH:4]([CH2:8][O:9][C:24]([N:21]2[CH2:20][CH2:19][N:18]([c:12]3[cH:13][cH:14][cH:15][cH:16][cH:17]3)[CH2:23][CH2:22]2)=[O:25])[O:5][CH2:6][CH2:7]1. The reactants are Cc1c(Cl)nc(NCCc2cccc(CN(C)C(=O)OC(C)(C)C)c2)c(=O)n1CC(=O)OCc1ccccc1, ClCCl, O=C(O)C(F)(F)F. The product is CNCc1cccc(CCNc2nc(Cl)c(C)n(CC(=O)OCc3ccccc3)c2=O)c1. As a reaction SMILES: [CH2:1]([c:2]1[cH:3][cH:4][cH:5][cH:6][cH:7]1)[O:8][C:9]([CH2:10][n:11]1[c:12](=[O:38])[c:13]([NH:19][CH2:20][CH2:21][c:22]2[cH:23][c:24]([CH2:28][N:29]([CH3:30])[C:31]([O:32][C:33]([CH3:34])([CH3:35])[CH3:36])=[O:37])[cH:25][cH:26][cH:27]2)[n:14][c:15]([Cl:18])[c:16]1[CH3:17])=[O:39].[Cl:47][CH2:48][Cl:49].[F:40][C:41]([F:42])([F:43])[C:44]([OH:45])=[O:46]>>[CH2:1]([c:2]1[cH:3][cH:4][cH:5][cH:6][cH:7]1)[O:8][C:9]([CH2:10][n:11]1[c:12](=[O:38])[c:13]([NH:19][CH2:20][CH2:21][c:22]2[cH:23][c:24]([CH2:28][NH:29][CH3:30])[cH:25][cH:26][cH:27]2)[n:14][c:15]([Cl:18])[c:16]1[CH3:17])=[O:39]. Starting materials: FC1=CC=C(C(=O)CC(=O)NC2=CC=CC=C2)C=C1 (2-(4-fluorobenzoyl)acetanilide), CC[O-].[Na+] (sodium ethylate solution), [Na] (sodium). The solvent is C(C)O (ethanol), C(C)O (ethanol). The product is FC1=CC=C(C=C1)C1=CC(NC2=CC=CC=C12)=O (4-(4-fluorophenyl)carbostyril). Yield: 84.1%. RXN SMILES: [F:1][C:2]1[CH:19]=[CH:18][C:5]([C:6]([CH2:8][C:9]([NH:11][C:12]2[CH:17]=[CH:16][CH:15]=[CH:14][CH:13]=2)=[O:10])=O)=[CH:4][CH:3]=1.CC[O-].[Na+].[Na]>C(O)C>[F:1][C:2]1[CH:19]=[CH:18][C:5]([C:6]2[C:17]3[C:12](=[CH:13][CH:14]=[CH:15][CH:16]=3)[NH:11][C:9](=[O:10])[CH:8]=2)=[CH:4][CH:3]=1 |f:1.2,^1:23|. Reported procedure: To a refluxed solution of 40 g of 2-(4-fluorobenzoyl)acetanilide in 300 ml of ethanol, a sodium ethylate solution, prepared from 9.13 g of sodium and 150 ml of ethanol, is added dropwise over a period of 2 hours. The reaction mixture is refluxed for 20 minutes, allowed to cool and poured onto ice-water. The precipitate is collected, dried and recrystallized from chloroform - diethyl ether to give 31.3 g of the title compound, m.p. 247°-248° C.